This data is from the Open Reaction Database (ORD), a public repository of structured organic reaction records. The task is: describe an organic reaction: reactants, conditions, products, and yield The reactants are FC1(COC(=N[C@@]12C[C@]1(COCCC1)OC1=CC=C(C=C21)N)N)F ((2′R,4R)-5,5-difluoro-5,5″,6,6″-tetrahydro-4″H-dispiro[1,3-oxazine-4,4′-chromene-2′,3″-pyran]-2,6′-diamine), FC1(COC(=N[C@@]12C[C@]1(COCCC1)OC1=CC=C(C=C21)N)N)F ((2′R,4R)-5,5-difluoro-5,5″,6,6″-tetrahydro-4″H-dispiro[1,3-oxazine-4,4′-chromene-2′,3″-pyran]-2,6′-diamine), C(#N)C=1C=CC(=NC1)C(=O)O (5-cyanopicolinic acid). Product: NC=1OCC([C@]2(C[C@]3(COCCC3)OC3=CC=C(C=C23)NC(=O)C2=NC=C(C=C2)C#N)N1)(F)F (N-[(2′R,4R)-2-Amino-5,5-difluoro-5,5″,6,6″-tetrahydro-4″H-dispiro[1,3-oxazine-4,4′-chromene-2′,3″-pyran]-6′-yl]-5-cyanopyridine-2-carboxamide). Isolated yield 64.0%. RXN SMILES: [F:1][C:2]1([F:24])[C@@:7]2([C:21]3[C:16](=[CH:17][CH:18]=[C:19]([NH2:22])[CH:20]=3)[O:15][C@:9]3([CH2:14][CH2:13][CH2:12][O:11][CH2:10]3)[CH2:8]2)[N:6]=[C:5]([NH2:23])[O:4][CH2:3]1.[C:25]([C:27]1[CH:28]=[CH:29][C:30]([C:33](O)=[O:34])=[N:31][CH:32]=1)#[N:26]>>[NH2:23][C:5]1[O:4][CH2:3][C:2]([F:1])([F:24])[C@:7]2([N:6]=1)[C:21]1[C:16](=[CH:17][CH:18]=[C:19]([NH:22][C:33]([C:30]3[CH:29]=[CH:28][C:27]([C:25]#[N:26])=[CH:32][N:31]=3)=[O:34])[CH:20]=1)[O:15][C@:9]1([CH2:14][CH2:13][CH2:12][O:11][CH2:10]1)[CH2:8]2. Procedure: The condensation of (2′R,4R)-5,5-difluoro-5,5″,6,6″-tetrahydro-4″H-dispiro[1,3-oxazine-4,4′-chromene-2′,3″-pyran]-2,6′-diamine (intermediate B7.5) and 5-cyanopicolinic acid yielded the title compound (64% yield) as a yellow solid. MS (ISP): m/z=470.3 [M+H]+. Starting materials: ice water, C([O-])([O-])=O.[K+].[K+] (potassium carbonate), ClC1=C(C=CC(=C1)OC(C)CC)O (2-chloro-4-sec-butoxyphenol), CC1=CC=C(CCl)C=C1 (p-methylbenzyl chloride). The solvent is CN(C=O)C (N,N-dimethylformamide). Reaction conditions: time 8 hour. Yields the product C(C)(CC)OC1=CC(=C(C=C1)OCC1=CC=C(C=C1)C)Cl (1-sec-butoxy-3-chloro-4-(4-methylbenzyloxy)benzene). The yield is 82.4%. RXN SMILES: C(=O)([O-])[O-].[K+].[K+].[Cl:7][C:8]1[CH:13]=[C:12]([O:14][CH:15]([CH2:17][CH3:18])[CH3:16])[CH:11]=[CH:10][C:9]=1[OH:19].[CH3:20][C:21]1[CH:28]=[CH:27][C:24]([CH2:25]Cl)=[CH:23][CH:22]=1>CN(C)C=O>[CH:15]([O:14][C:12]1[CH:11]=[CH:10][C:9]([O:19][CH2:20][C:21]2[CH:28]=[CH:27][C:24]([CH3:25])=[CH:23][CH:22]=2)=[C:8]([Cl:7])[CH:13]=1)([CH2:17][CH3:18])[CH3:16] |f:0.1.2|. Procedure details: A mixture of 0.30 g of potassium carbonate, 0.40 g of 2-chloro-4-sec-butoxyphenol, 0.28 g of p-methylbenzyl chloride and 15 ml of N,N-dimethylformamide was stirred at room temperature overnight. The reaction mixture was poured into ice-water and extracted twice with 100 ml of ethyl acetate. The extracts were combined together, washed with water, dried over anhydrous magnesium sulfate and concentrated under reduced pressure. The residue was subjected to silica gel chromatography to give 0.50 g of...